This data is from the Open Reaction Database (ORD), a public repository of structured organic reaction records. The task is: describe an organic reaction: reactants, conditions, products, and yield The product is COc1ccc(C(=O)O)cc1OC1C=CCC1. Reaction SMILES: [C:27]([OH:28])([CH3:29])([CH3:30])[CH3:31].[CH3:32][C:33](=[CH:34][CH3:35])[CH3:36].[CH:1]1([O:6][c:7]2[cH:8][c:9]([CH:10]=[O:11])[cH:12][cH:13][c:14]2[O:15][CH3:16])[CH:2]=[CH:3][CH2:4][CH2:5]1.[Cl+:17]([O-:18])[O-:19].[Na+:20].[Na+:26].[P:21]([O-:22])([OH:23])([OH:24])=[O:25]>>[CH:1]1([O:6][c:7]2[cH:8][c:9]([C:10](=[O:11])[OH:18])[cH:12][cH:13][c:14]2[O:15][CH3:16])[CH:2]=[CH:3][CH2:4][CH2:5]1. Reactants: CC(C)(C)O, CC=C(C)C, COc1ccc(C=O)cc1OC1C=CCC1, [O-][Cl+][O-], [Na+], [Na+], O=P([O-])(O)O.